Dataset: the Open Reaction Database (ORD), a public repository of structured organic reaction records. Task: describe an organic reaction: reactants, conditions, products, and yield Reactants: [OH-].[Na+] (NaOH), N(=[N+]=[N-])CC1=CC(=CC(=C1)C(F)(F)F)C(F)(F)F (1-azidomethyl-3,5-bistrifluoromethylbenzene), C([O-])([O-])=O.[K+].[K+] (potassium carbonate), P(=O)(O)(O)O.ClC1=C(C=CC=C1)C(=O)C=1C(=NC=CC1)C=C(C1=CC=NC=C1)O ((2-chlorophenyl)-[2-(2-hydroxy-2-pyridin-4-yl-vinyl)pyridin-3-yl]methanone phosphate). Run in C(Cl)Cl (CH2Cl2), CS(=O)C (DMSO). Reaction conditions: temperature 40 celsius, time 22 hour. Product: FC(C=1C=C(CN2N=NC(=C2C2=CC=NC=C2)C2=NC=CC=C2C(=O)C2=C(C=CC=C2)Cl)C=C(C1)C(F)(F)F)(F)F ({2-[1-(3,5-bistrifluoromethylbenzyl)-5-pyridin-4-yl-1H-[1,2,3]triazol-4-yl ]-pyridin-3-yl}-(2-chlorophenyl)-methanone). RXN SMILES: [N:1]([CH2:4][C:5]1[CH:10]=[C:9]([C:11]([F:14])([F:13])[F:12])[CH:8]=[C:7]([C:15]([F:18])([F:17])[F:16])[CH:6]=1)=[N+:2]=[N-:3].C(=O)([O-])[O-].[K+].[K+].P(O)(O)(O)=O.[Cl:30][C:31]1[CH:36]=[CH:35][CH:34]=[CH:33][C:32]=1[C:37]([C:39]1[C:40]([CH:45]=[C:46](O)[C:47]2[CH:52]=[CH:51][N:50]=[CH:49][CH:48]=2)=[N:41][CH:42]=[CH:43][CH:44]=1)=[O:38].[OH-].[Na+]>CS(C)=O.C(Cl)Cl>[F:18][C:15]([F:16])([F:17])[C:7]1[CH:6]=[C:5]([CH:10]=[C:9]([C:11]([F:13])([F:14])[F:12])[CH:8]=1)[CH2:4][N:1]1[C:46]([C:47]2[CH:48]=[CH:49][N:50]=[CH:51][CH:52]=2)=[C:45]([C:40]2[C:39]([C:37]([C:32]3[CH:33]=[CH:34][CH:35]=[CH:36][C:31]=3[Cl:30])=[O:38])=[CH:44][CH:43]=[CH:42][N:41]=2)[N:3]=[N:2]1 |f:1.2.3,4.5,6.7|. Reported procedure: Add 1-azidomethyl-3,5-bistrifluoromethylbenzene (3.73 g, 13.8 mmol) and potassium carbonate (5.73 g, 41.4 mmol) to a solution of (2-chlorophenyl)-[2-(2-hydroxy-2-pyridin-4-yl-vinyl)pyridin-3-yl]methanone phosphate (6.0 g, 13.8 mmol) in DMSO (16 mL). Heat to 40° C. and stir for approximately 20-24 h. Cool the reaction mixture to ambient temperature, and add the mixture to CH2Cl2 (75 mL) and 1 N NaOH (75 mL). Separate the layers, and extract the aqueous layer with CH2Cl2 (50 mL). Separate the laye... The reactants are FC1=CCC(CC1)CNC1=C(C=C(C=C1)NC(C)=O)[N+](=O)[O-] (N-(4-{[(4-Fluorocyclohex-3-en-1-yl)methyl]amino}-3-nitrophenyl)acetamide). Solvent: CCOC(=O)C (EtOAc), [Pd] (Pd/C). Product: NC=1C=C(C=CC1NCC1CCC(CC1)F)NC(C)=O (N-(3-Amino-4-{[(4-fluorocyclohexyl)methyl]amino}phenyl)acetamide). RXN SMILES: [F:1][C:2]1[CH2:7][CH2:6][CH:5]([CH2:8][NH:9][C:10]2[CH:15]=[CH:14][C:13]([NH:16][C:17](=[O:19])[CH3:18])=[CH:12][C:11]=2[N+:20]([O-])=O)[CH2:4][CH:3]=1>CCOC(C)=O.[Pd]>[NH2:20][C:11]1[CH:12]=[C:13]([NH:16][C:17](=[O:19])[CH3:18])[CH:14]=[CH:15][C:10]=1[NH:9][CH2:8][CH:5]1[CH2:4][CH2:3][CH:2]([F:1])[CH2:7][CH2:6]1. Procedure: N-(4-{[(4-Fluorocyclohex-3-en-1-yl)methyl]amino}-3-nitrophenyl)acetamide (340 mg, 1.11 mmol) was dissolved in 25 mL of EtOAc containing a catalytic amount of 10% Pd/C. The solution was shaken under H2 atmosphere (40 psi) using a Parr hydrogenation apparatus at rt for 48 h. The solution was filtered through Celite and the solvent was evaporated. Yield: 308 mg (99%). MS (ESI) (M+H)−=279.95. The reactants are C(=O)O (formic acid), C1OC2(CCC(CC2)C2=CC=C(C=C2)CCC)OC1 (1,1-ethylenedioxy-4-(4-n-propylphenyl)cyclohexane). The solvent is O (water). Yields the product C(CC)C1=CC=C(C=C1)C1C(CCCC1)=O (4-n-propylphenylcyclohexanone). As a reaction SMILES: [CH:1]([OH:3])=O.C1CO[C:6]2([CH2:11]C[CH:9]([C:12]3[CH:17]=[CH:16][C:15]([CH2:18][CH2:19][CH3:20])=[CH:14][CH:13]=3)[CH2:8][CH2:7]2)O1>O>[CH2:18]([C:15]1[CH:14]=[CH:13][C:12]([CH:9]2[CH2:8][CH2:7][CH2:6][CH2:11][C:1]2=[O:3])=[CH:17][CH:16]=1)[CH2:19][CH3:20]. Reported procedure: To 300 ml of formic acid (99%) was put 84 g of the 1,1-ethylenedioxy-4-(4-n-propylphenyl)cyclohexane mentioned above, and stirred under a reflux for 2 hours. After cooled, the reaction solution was added to 500 ml of water and extracted with 500 ml of ethyl acetate. Organic layer was washed with water and dried over anhydrous magnesium sulfate, and the solvent was distilled off under a reduced pressure to obtain 65.6 g of 4-n-propylphenylcyclohexanone. The reactants are O(C1=CC=CC=C1)C1=CC=C(C=C1)C1CCNCC1 (4-(4-phenoxyphenyl)-piperidine), BrCC1(OCCO1)C1=CC=CC=C1 (2-bromomethyl-2-phenyl-1,3-dioxolane). Product: O(C1=CC=CC=C1)C1=CC=C(C=C1)C1CCN(CC1)CC1(OCCO1)C1=CC=CC=C1 (2-[4-(4-phenoxyphenyl) piperidin-1-yl]methyl-2-phenyl-1,3-dioxolane). RXN SMILES: [O:1]([C:8]1[CH:13]=[CH:12][C:11]([CH:14]2[CH2:19][CH2:18][NH:17][CH2:16][CH2:15]2)=[CH:10][CH:9]=1)[C:2]1[CH:7]=[CH:6][CH:5]=[CH:4][CH:3]=1.Br[CH2:21][C:22]1([C:27]2[CH:32]=[CH:31][CH:30]=[CH:29][CH:28]=2)[O:26][CH2:25][CH2:24][O:23]1>>[O:1]([C:8]1[CH:13]=[CH:12][C:11]([CH:14]2[CH2:19][CH2:18][N:17]([CH2:21][C:22]3([C:27]4[CH:28]=[CH:29][CH:30]=[CH:31][CH:32]=4)[O:23][CH2:24][CH2:25][O:26]3)[CH2:16][CH2:15]2)=[CH:10][CH:9]=1)[C:2]1[CH:3]=[CH:4][CH:5]=[CH:6][CH:7]=1. Procedure details: The same procedure was followed as in Example 11 using the compound (9) synthesized in Example 2 and 2-bromomethyl-2-phenyl-1,3-dioxolane to produce the above. Reactants: CCCCN1C(=O)CN(C(=O)OC(C)(C)C)c2ccc(C(=O)OC)cc21, B1C2CCCC1CCC2, NCCO, C1CCOC1. Product: CCCCN1CCN(C(=O)OC(C)(C)C)c2ccc(C(=O)OC)cc21. Reaction SMILES: [CH2:1]([CH2:2][CH2:3][CH3:4])[N:5]1[C:6](=[O:26])[CH2:7][N:8]([C:19](=[O:20])[O:21][C:22]([CH3:23])([CH3:24])[CH3:25])[c:9]2[cH:10][cH:11][c:12]([C:15](=[O:16])[O:17][CH3:18])[cH:13][c:14]21.[CH:27]12[CH2:28][CH2:29][CH2:30][CH:31]([BH:32]1)[CH2:33][CH2:34][CH2:35]2.[NH2:36][CH2:37][CH2:38][OH:39].[O:40]1[CH2:41][CH2:42][CH2:43][CH2:44]1>>[CH2:1]([CH2:2][CH2:3][CH3:4])[N:5]1[CH2:6][CH2:7][N:8]([C:19](=[O:20])[O:21][C:22]([CH3:23])([CH3:24])[CH3:25])[c:9]2[cH:10][cH:11][c:12]([C:15](=[O:16])[O:17][CH3:18])[cH:13][c:14]21. The reactants are C(C)(C)(C)OC(=O)NC=1C(=NC=CC1)OC (3-(tert-butoxycarbonylamino)-2-methoxypyridine), CCOCC (ether), CN(C)CCN(C)C (TMEDA), solution, [Li]CCCC (nBuLi), IC (iodomethane). Solvent: hexanes. Conditions: temperature -10 celsius. Product: C(C)(C)(C)OC(=O)NC=1C(=NC=CC1C)OC (3-(tert-Butoxycarbonylamino)-2-methoxy-4-methylpyridine). Reaction SMILES: [C:1]([O:5][C:6]([NH:8][C:9]1[C:10]([O:15][CH3:16])=[N:11][CH:12]=[CH:13][CH:14]=1)=[O:7])([CH3:4])([CH3:3])[CH3:2].[CH3:17]COCC.CN(CCN(C)C)C.[Li]CCCC.IC>>[C:1]([O:5][C:6]([NH:8][C:9]1[C:10]([O:15][CH3:16])=[N:11][CH:12]=[CH:13][C:14]=1[CH3:17])=[O:7])([CH3:4])([CH3:3])[CH3:2]. Reported procedure: To a stirred solution of 1.12 g (5 mmol) of 3-(tert-butoxycarbonylamino)-2-methoxypyridine in 25 mL of dry ether containing 1.8 mL, (12 mmol) of TMEDA at -78° C. under an argon atmosphere was added 4.8 mL (12 mmol) of a 2.5M solution of nBuLi in hexanes. The mixture was then warmed to -10° C. for 2 h. Recooling to -78° C. and treatment with iodomethane (0.99 g, 7 mmol) followed by warming to room temperature for 1 h produced the desired product which was purified by quenching with water, washing... Reactants: CC([C@@H](C(=O)N[C@H](C[C@@H]([C@H](CC1=CC=C(C=C1)C1=NC=C(C=C1)C)NC(OCC1=CC=CC=C1)=O)O)CC1=CC=CC=C1)N1C(N(CC1)CC1=NC(=CC=C1)C)=O)(C)C (benzyl(1S,2S,4S)-4-[((2S)-3,3-dimethyl-2-{3-[(6-methyl-2-pyridinyl)methyl]-2-oxo-1-imidazolidinyl}butanoyl)amino]-2-hydroxy-1-[4-(5-methyl-2-pyridinyl)benzyl]-5-phenylpentylcarbamate), Cl (HCl). Reagents/catalysts: [OH-].[OH-].[Pd+2] (Pd(OH)2 on carbon). Solvent: C(C)(=O)OCC (ethyl acetate), CO (methanol). Conditions: temperature 25 celsius, time 16 hour. The product is N[C@H]([C@H](C[C@H](CC1=CC=CC=C1)NC([C@H](C(C)(C)C)N1C(N(CC1)CC1=NC(=CC=C1)C)=O)=O)O)CC1=CC=C(C=C1)C1=NC=C(C=C1)C ((2S)-N-{(1S,3S,4S)-4-amino-1-benzyl-3-hydroxy-5-[4-(5-methyl-2-pyridinyl)phenyl]pentyl}-3,3-dimethyl-2-{3-[(6-methyl-2-pyridinyl)methyl]-2-oxo-1-imidazolidinyl}butanamide), hydrochloride salt. As a reaction SMILES: [CH3:1][C:2]([CH3:59])([CH3:58])[C@H:3]([N:44]1[CH2:48][CH2:47][N:46]([CH2:49][C:50]2[CH:55]=[CH:54][CH:53]=[C:52]([CH3:56])[N:51]=2)[C:45]1=[O:57])[C:4]([NH:6][C@@H:7]([CH2:37][C:38]1[CH:43]=[CH:42][CH:41]=[CH:40][CH:39]=1)[CH2:8][C@H:9]([OH:36])[C@@H:10]([NH:25]C(=O)OCC1C=CC=CC=1)[CH2:11][C:12]1[CH:17]=[CH:16][C:15]([C:18]2[CH:23]=[CH:22][C:21]([CH3:24])=[CH:20][N:19]=2)=[CH:14][CH:13]=1)=[O:5].Cl>C(OCC)(=O)C.CO.[OH-].[OH-].[Pd+2]>[NH2:25][C@@H:10]([CH2:11][C:12]1[CH:17]=[CH:16][C:15]([C:18]2[CH:23]=[CH:22][C:21]([CH3:24])=[CH:20][N:19]=2)=[CH:14][CH:13]=1)[C@@H:9]([OH:36])[CH2:8][C@@H:7]([NH:6][C:4](=[O:5])[C@@H:3]([N:44]1[CH2:48][CH2:47][N:46]([CH2:49][C:50]2[CH:55]=[CH:54][CH:53]=[C:52]([CH3:56])[N:51]=2)[C:45]1=[O:57])[C:2]([CH3:1])([CH3:58])[CH3:59])[CH2:37][C:38]1[CH:39]=[CH:40][CH:41]=[CH:42][CH:43]=1 |f:4.5.6|. Reported procedure: A solution containing the product from Example 74D (0.033 g, 0.041 mmol) in a mixture of ethyl acetate (0.25 mL) and methanol (0.25 mL) was treated with Pd(OH)2 on carbon (0.009 g, 20% Pd by wt.) and HCl solution (0.041 mL, 4N in dioxane), stirred under a hydrogen atmosphere (balloon pressure) at 25° C. for 16 hours, filtered through a bed of celite® and rinsed with methanol. The solvent was concentrated to give the title compound as the hydrochloride salt, which was used without further purific...